Dataset: the Open Reaction Database (ORD), a public repository of structured organic reaction records. Task: describe an organic reaction: reactants, conditions, products, and yield Starting materials: Cl.FC=1C=C(CN2N=CC(=C2)C2=CN(C3=NC=C(C=C32)C3=CC=C(C=C3)C3CCNCC3)S(=O)(=O)C3=CC=C(C)C=C3)C=CC1 (3-(1-(3-fluorobenzyl)-1H-pyrazol-4-yl)-5-(4-(piperidin-4-yl)phenyl)-1-tosyl-1H-pyrrolo[2,3-b]pyridine hydrochloride), C[C@@H]1OC1 ((S)-2-methyloxirane), CCN(C(C)C)C(C)C (DIPEA). Solvent: C(C)O (ethanol). Reaction conditions: temperature 85 celsius. The product is FC=1C=C(CN2N=CC(=C2)C2=CN(C3=NC=C(C=C32)C3=CC=C(C=C3)C3CCN(CC3)C[C@H](C)O)S(=O)(=O)C3=CC=C(C)C=C3)C=CC1 ((S)-1-(4-(4-(3-(1-(3-fluorobenzyl)-1H-pyrazol-4-yl)-1-tosyl-1H-pyrrolo[2,3-b]pyridin-5-yl)phenyl)piperidin-1-yl)propan-2-ol). Yield: 99.4%. Reaction SMILES: Cl.[F:2][C:3]1[CH:4]=[C:5]([CH:43]=[CH:44][CH:45]=1)[CH2:6][N:7]1[CH:11]=[C:10]([C:12]2[C:20]3[C:15](=[N:16][CH:17]=[C:18]([C:21]4[CH:26]=[CH:25][C:24]([CH:27]5[CH2:32][CH2:31][NH:30][CH2:29][CH2:28]5)=[CH:23][CH:22]=4)[CH:19]=3)[N:14]([S:33]([C:36]3[CH:42]=[CH:41][C:39]([CH3:40])=[CH:38][CH:37]=3)(=[O:35])=[O:34])[CH:13]=2)[CH:9]=[N:8]1.[CH3:46][C@H:47]1[CH2:49][O:48]1.CCN(C(C)C)C(C)C>C(O)C>[F:2][C:3]1[CH:4]=[C:5]([CH:43]=[CH:44][CH:45]=1)[CH2:6][N:7]1[CH:11]=[C:10]([C:12]2[C:20]3[C:15](=[N:16][CH:17]=[C:18]([C:21]4[CH:22]=[CH:23][C:24]([CH:27]5[CH2:28][CH2:29][N:30]([CH2:46][C@@H:47]([OH:48])[CH3:49])[CH2:31][CH2:32]5)=[CH:25][CH:26]=4)[CH:19]=3)[N:14]([S:33]([C:36]3[CH:37]=[CH:38][C:39]([CH3:40])=[CH:41][CH:42]=3)(=[O:34])=[O:35])[CH:13]=2)[CH:9]=[N:8]1 |f:0.1|. Reported procedure: Seal tube containing 3-(1-(3-fluorobenzyl)-1H-pyrazol-4-yl)-5-(4-(piperidin-4-yl)phenyl)-1-tosyl-1H-pyrrolo[2,3-b]pyridine hydrochloride (product of step-iii of example 82) (125 mg, 0.194 mmol), (S)-2-methyloxirane (23 mg, 0.389 mmol), DIPEA (100 mg, 0.778 mmol) and ethanol were heated at 85° C. for 3 hours and distilled the solvent on rotavapor to get 128 mg (99% yield) of the titled compound. MS: m/z=664.4 (M+1).